The task is: describe an organic reaction: reactants, conditions, products, and yield. This data is from the Open Reaction Database (ORD), a public repository of structured organic reaction records. Reactants: C(C)(C)(C)NCC(COC1=C(C=CC=C1)C=1C=CC(NN1)=S)O (6-[2-(3-t-butylamino-2-hydroxypropoxy)phenyl]-3(2H)-pyridazinethione), O.NN (hydrazine hydrate). Product: C(C)(C)(C)NCC(COC1=C(C=CC=C1)C=1N=NC(=CC1)NN)O (3-[2-(3-t-butylamino-2-hydroxypropoxy)phenyl]-6-hydrazinopyridazine). As a reaction SMILES: [C:1]([NH:5][CH2:6][CH:7]([OH:23])[CH2:8][O:9][C:10]1[CH:15]=[CH:14][CH:13]=[CH:12][C:11]=1[C:16]1[CH:17]=[CH:18][C:19](=S)[NH:20][N:21]=1)([CH3:4])([CH3:3])[CH3:2].O.[NH2:25][NH2:26]>>[C:1]([NH:5][CH2:6][CH:7]([OH:23])[CH2:8][O:9][C:10]1[CH:15]=[CH:14][CH:13]=[CH:12][C:11]=1[C:16]1[N:21]=[N:20][C:19]([NH:25][NH2:26])=[CH:18][CH:17]=1)([CH3:4])([CH3:3])[CH3:2] |f:1.2|. Procedure details: A stirred mixture of 6-[2-(3-t-butylamino-2-hydroxypropoxy)phenyl]-3(2H)-pyridazinethione (2 g, 0.006 mole) and hydrazine hydrate (50 ml) was heated under reflux in an atmosphere of nitrogen for 90 minutes. Excess of hydrazine hydrate was removed under reduced pressure and 3-[2-(3-t-butylamino-2-hydroxypropoxy)phenyl]-6-hydrazinopyridazine was isolated as an oil which was characterised as the hemisulphate hemihydrate (2.34 g, 98%, m.p. 180°-185°). Recrystallisation from aqueous ethanol gave a cr... The reactants are [NH4+].[Cl-] (NH4Cl), ClC=1C(=C2C=C(C=NC2=CC1)CN(C)C)CC(=O)N (2-(6-chloro-3-dimethylaminomethyl-quinolin-5-yl)-acetamide), COC(C(=O)C1=CNC2=CC=CC=C12)=O ((1H-indol-3-yl)-oxo-acetic acid methyl ester), solution, CC(C)(C)[O-].[K+] (t-BuOK). Solvent: C1CCOC1 (THF), C1CCOC1 (THF). Reaction conditions: temperature 0 celsius, time 30 minute. Product: ClC=1C(=C2C=C(C=NC2=CC1)CN(C)C)C=1C(NC(C1C1=CNC2=CC=CC=C12)=O)=O (3-(6-Chloro-3-dimethylaminomethyl-quinolin-5-yl)-4-(1H-indol-3-yl)-pyrrole-2,5-dione). The yield is 56.9%. RXN SMILES: [Cl:1][C:2]1[C:3]([CH2:16][C:17]([NH2:19])=[O:18])=[C:4]2[C:9](=[CH:10][CH:11]=1)[N:8]=[CH:7][C:6]([CH2:12][N:13]([CH3:15])[CH3:14])=[CH:5]2.C[O:21][C:22](=O)[C:23]([C:25]1[C:33]2[C:28](=[CH:29][CH:30]=[CH:31][CH:32]=2)[NH:27][CH:26]=1)=O.CC([O-])(C)C.[K+].[NH4+].[Cl-]>C1COCC1>[Cl:1][C:2]1[C:3]([C:16]2[C:17](=[O:18])[NH:19][C:22](=[O:21])[C:23]=2[C:25]2[C:33]3[C:28](=[CH:29][CH:30]=[CH:31][CH:32]=3)[NH:27][CH:26]=2)=[C:4]2[C:9](=[CH:10][CH:11]=1)[N:8]=[CH:7][C:6]([CH2:12][N:13]([CH3:14])[CH3:15])=[CH:5]2 |f:2.3,4.5|. Reported procedure: To a solution of 2-(6-chloro-3-dimethylaminomethyl-quinolin-5-yl)-acetamide (100 mg, 0.36 mmol) and (1H-indol-3-yl)-oxo-acetic acid methyl ester (110 mg, 0.54 mmol) in anhydrous THF was added dropwise a 1 M solution of t-BuOK in THF (1.8 mL) under an argon atmosphere at 0° C. The resulting deep red reaction mixture was stirred for 30 min. at 0° C., poured into a saturated aqueous NH4Cl solution and extracted twice with EtOAc. The combined organic layers were washed with brine, dried over Na2SO4,... Starting materials: solution, Cl (hydrogen chloride), C(C)(C)O (isopropanol), NC(=O)N (urea), FC1=CC=C(C=C1)C(CC(C(C)C)=O)=O (1-(4-fluorophenyl)-4-methylpentane-1,3-dione), C([O-])(O)=O.[Na+] (sodium bicarbonate). Run in C(C)O (ethanol), CC(=O)C (acetone), C(C)(=O)OCC (ethyl acetate). Conditions: temperature -6 celsius. Product: FC1=CC=C(C=C1)C1=NC(=NC(=C1)C(C)C)O (4-(4-fluorophenyl)-6-isopropylpyrimidin-2-ol). Isolated yield 63.8%. Reaction SMILES: Cl.C(O)(C)C.[NH2:6][C:7]([NH2:9])=[O:8].[F:10][C:11]1[CH:16]=[CH:15][C:14]([C:17](=O)[CH2:18][C:19](=O)[CH:20]([CH3:22])[CH3:21])=[CH:13][CH:12]=1.C(=O)(O)[O-].[Na+]>C(O)C.CC(C)=O.C(OCC)(=O)C>[F:10][C:11]1[CH:16]=[CH:15][C:14]([C:17]2[CH:18]=[C:19]([CH:20]([CH3:22])[CH3:21])[N:9]=[C:7]([OH:8])[N:6]=2)=[CH:13][CH:12]=1 |f:4.5|. Procedure: A 5M to 6M solution of hydrogen chloride in isopropanol (38 mL, 194 mmoles) was added to a stirred mixture of urea (7.78 g, 129.6 mmoles) and 1-(4-fluorophenyl)-4-methylpentane-1,3-dione (8.43 g, 32.4 mmoles) in ethanol (49 mL). The reaction mixture was refluxed for 40 hours and then cooled to −6° C. The resultant precipitate was collected by filtration and washed with diethyl ether (20 mL). The solid was added to water (60 mL) and saturated aqueous sodium bicarbonate solution (10 mL). Further s...